Dataset: the Open Reaction Database (ORD), a public repository of structured organic reaction records. Task: describe an organic reaction: reactants, conditions, products, and yield The reactants are O.FC(C(=O)C1=CC(=CC(=C1)C(F)(F)F)F)(F)F (2,2,2-trifluoro-1-[3-fluoro-5-(trifluoromethyl)phenyl]ethanone hydrate), N1=CC=CC=C1 (pyridine), O (water). The solvent is C(C)O (ethanol). Product: FC(C(=NO)C1=CC(=CC(=C1)C(F)(F)F)F)(F)F (2,2,2-trifluoro-1-[3-fluoro-5-(trifluoromethyl)phenyl]ethanone oxime). Isolated yield 51.5%. Reaction SMILES: [OH2:1].[F:2][C:3]([F:18])([F:17])[C:4]([C:6]1[CH:11]=[C:10]([C:12]([F:15])([F:14])[F:13])[CH:9]=[C:8]([F:16])[CH:7]=1)=O.O.[N:20]1C=CC=CC=1>C(O)C>[F:2][C:3]([F:18])([F:17])[C:4]([C:6]1[CH:11]=[C:10]([C:12]([F:15])([F:14])[F:13])[CH:9]=[C:8]([F:16])[CH:7]=1)=[N:20][OH:1] |f:0.1|. Procedure details: 4.00 g (15.37 mmol) of 2,2,2-trifluoro-1-[3-fluoro-5-(trifluoromethyl)phenyl]ethanone hydrate from Stage 1 were stirred in a mixture of 37.3 ml of pyridine and 26.9 ml of ethanol, and stirred at reflux temperature for approx. 18 hours. After cooling, the entire reaction mixture was admixed with water and then concentrated under reduced pressure. The remaining residue was purified by means of column chromatography using silica gel (silica gel 60-Merck, particle size: 0.04 to 0.063 mm; cyclohexane... Reactants: CC(=O)N1CCc2cc(-c3ccnc(N)n3)ccc21, C1COCCO1, CCO, Cl, [Na+], [OH-]. The product is Nc1nccc(-c2ccc3c(c2)CCN3)n1. Reaction SMILES: [C:1](=[O:2])([CH3:3])[N:4]1[CH2:5][CH2:6][c:7]2[cH:8][c:9](-[c:13]3[n:14][c:15]([NH2:19])[n:16][cH:17][cH:18]3)[cH:10][cH:11][c:12]21.[CH2:26]1[O:27][CH2:28][CH2:29][O:30][CH2:31]1.[CH3:23][CH2:24][OH:25].[ClH:22].[Na+:21].[OH-:20]>>[NH:4]1[CH2:5][CH2:6][c:7]2[cH:8][c:9](-[c:13]3[n:14][c:15]([NH2:19])[n:16][cH:17][cH:18]3)[cH:10][cH:11][c:12]21.